Dataset: the Open Reaction Database (ORD), a public repository of structured organic reaction records. Task: describe an organic reaction: reactants, conditions, products, and yield Reactants: O=C1NC2=CC=C(C=C2C1)/C=C/C(=O)OC(C)(C)C (tert-butyl (E)-3-(2-oxo-2,3-dihydro-1H-indol-5-yl)acrylate), FC(C(=O)O)(F)F (trifluoroacetic acid), C(Cl)Cl (CH2Cl2). Yields the product Cl.O=C1NC2=CC=C(C=C2C1)/C=C/C(=O)O ((E)-3-(2-Oxo-2,3-dihydro-1H-indol-5-yl)acrylic acid hydrochloride salt). Isolated yield 33.0%. RXN SMILES: [O:1]=[C:2]1[CH2:10][C:9]2[C:4](=[CH:5][CH:6]=[C:7](/[CH:11]=[CH:12]/[C:13]([O:15]C(C)(C)C)=[O:14])[CH:8]=2)[NH:3]1.FC(F)(F)C(O)=O.C(Cl)[Cl:28]>>[ClH:28].[O:1]=[C:2]1[CH2:10][C:9]2[C:4](=[CH:5][CH:6]=[C:7](/[CH:11]=[CH:12]/[C:13]([OH:15])=[O:14])[CH:8]=2)[NH:3]1 |f:3.4|. Procedure: To a stirred solution of tert-butyl (E)-3-(2-oxo-2,3-dihydro-1H-indol-5-yl)acrylate (0.80 g, 3.1 mmole) in CH2Cl2 (50 mL) at RT was added trifluoroacetic acid (20 mL). After 1 hr the reaction solution was concentrated and the residue was dried under vacuum. An HCl solution (20 mL, 4 M in dioxane) was added and the mixture was concentrated under vacuum. The remaining solid was triturated with diethyl ether and filtered giving the title compound (0.74 g, 33%) as a white solid: MS (ES) m/e 205 (M+H...